Dataset: the Open Reaction Database (ORD), a public repository of structured organic reaction records. Task: describe an organic reaction: reactants, conditions, products, and yield Starting materials: ClCCCOC1=CC(=CC=C1)OC (3-chloro-1-(3-methoxyphenoxy)propane), CN (methylamine). The solvent is CO (methanol). Reaction conditions: temperature 100 celsius. Product: COC=1C=C(OCCCNC)C=CC1 ((3-(3-Methoxyphenoxy)propyl)methylamine). RXN SMILES: Cl[CH2:2][CH2:3][CH2:4][O:5][C:6]1[CH:11]=[CH:10][CH:9]=[C:8]([O:12][CH3:13])[CH:7]=1.[CH3:14][NH2:15]>CO>[CH3:13][O:12][C:8]1[CH:7]=[C:6]([CH:11]=[CH:10][CH:9]=1)[O:5][CH2:4][CH2:3][CH2:2][NH:15][CH3:14]. Procedure details: Crude 3-chloro-1-(3-methoxyphenoxy)propane (1.27 g, 6.33 mmol) was dissolved in methanol (25 mL) and added to a 40 wt % aqueous solution of methylamine (25 mL) in a heavy-walled glass pressure-tube apparatus. The tube was sealed and the mixture was stirred and heated at 100° C. (oil bath temperature) for 4 h. After cooling, the solution was concentrated by rotary evaporation, and saturated NaCl solution (50 mL) was added. The mixture was acidified to pH 1 with 10% HCl solution, and extracted wit... The reactants are O=C([O-])[O-], COc1nc(Cl)cc(NCCc2ccc(Cl)cc2Cl)n1, CC(C)(O)c1cc(B2OC(C)(C)C(C)(C)O2)ccc1Cl, [Cs+], [Cs+], O, c1ccc(P(c2ccccc2)(c2ccccc2)[Pd](P(c2ccccc2)(c2ccccc2)c2ccccc2)(P(c2ccccc2)(c2ccccc2)c2ccccc2)P(c2ccccc2)(c2ccccc2)c2ccccc2)cc1. Product: COc1nc(NCCc2ccc(Cl)cc2Cl)cc(-c2ccc(Cl)c(C(C)(C)O)c2)n1. As a reaction SMILES: [C:41](=[O:42])([O-:43])[O-:44].[Cl:1][c:2]1[cH:3][c:4]([NH:10][CH2:11][CH2:12][c:13]2[c:14]([Cl:20])[cH:15][c:16]([Cl:19])[cH:17][cH:18]2)[n:5][c:6]([O:8][CH3:9])[n:7]1.[Cl:21][c:22]1[c:23]([C:37]([CH3:38])([CH3:39])[OH:40])[cH:24][c:25]([B:28]2[O:29][C:30]([CH3:31])([CH3:32])[C:33]([CH3:34])([CH3:35])[O:36]2)[cH:26][cH:27]1.[Cs+:45].[Cs+:46].[OH2:47].[cH:48]1[cH:49][cH:50][c:51]([P:52]([Pd:53]([P:54]([c:55]2[cH:56][cH:57][cH:58][cH:59][cH:60]2)([c:61]2[cH:62][cH:63][cH:64][cH:65][cH:66]2)[c:67]2[cH:68][cH:69][cH:70][cH:71][cH:72]2)([P:73]([c:74]2[cH:75][cH:76][cH:77][cH:78][cH:79]2)([c:80]2[cH:81][cH:82][cH:83][cH:84][cH:85]2)[c:86]2[cH:87][cH:88][cH:89][cH:90][cH:91]2)[P:92]([c:93]2[cH:94][cH:95][cH:96][cH:97][cH:98]2)([c:99]2[cH:100][cH:101][cH:102][cH:103][cH:104]2)[c:105]2[cH:106][cH:107][cH:108][cH:109][cH:110]2)([c:111]2[cH:112][cH:113][cH:114][cH:115][cH:116]2)[c:117]2[cH:118][cH:119][cH:120][cH:121][cH:122]2)[cH:123][cH:124]1>>[c:2]1(-[c:25]2[cH:24][c:23]([C:37]([CH3:38])([CH3:39])[OH:40])[c:22]([Cl:21])[cH:27][cH:26]2)[cH:3][c:4]([NH:10][CH2:11][CH2:12][c:13]2[c:14]([Cl:20])[cH:15][c:16]([Cl:19])[cH:17][cH:18]2)[n:5][c:6]([O:8][CH3:9])[n:7]1. Starting materials: IC1=NNC2=CN=CC=C21 (3-iodo-1H-pyrazolo[3,4-c]pyridine), C(CS(=O)(=O)[O-])S.[Na+] (MeSNa). The reagents and catalysts are [Cu]I (CuI). The solvent is CS(=O)C (DMSO). Conditions: temperature 150 celsius. The product is CSC1=NNC2=CN=CC=C21 (3-(methylthio)-1H-pyrazolo[3,4-c]pyridine). Yield: 49.9%. As a reaction SMILES: I[C:2]1[C:10]2[C:5](=[CH:6][N:7]=[CH:8][CH:9]=2)[NH:4][N:3]=1.C(S)[CH2:12][S:13]([O-])(=O)=O.[Na+]>CS(C)=O.[Cu]I>[CH3:12][S:13][C:2]1[C:10]2[C:5](=[CH:6][N:7]=[CH:8][CH:9]=2)[NH:4][N:3]=1 |f:1.2|. Procedure: To a solution of 3-iodo-1H-pyrazolo[3,4-c]pyridine 3 (9.5 g, 38.8 mmol) in DMSO (20 mL) was added aq. MeSNa (wt. 20%, 40 mL, 116 mmol), followed by CuI (270 mg, 1.94 mmol). The mixture was degassed and refilled with nitrogen. The reaction was heated at 150° C. overnight. After cooled to RT, the volatiles were removed and the residue was purified by column (PE/EtOAc=2/1 to 1/1) to give 3-(methylthio)-1H-pyrazolo[3,4-c]pyridine (3.2 g, yield: 50%) as a yellow solid. MS obsd. (ESI+) [(M+H)+] 166.0. Starting materials: CC(C)(C)C1OC1n1cncn1, CO, [O-]c1ccc(Cl)cc1, [Na+]. Product: CC(C)(C)C(O)C(Oc1ccc(Cl)cc1)n1cncn1. RXN SMILES: [C:1]([CH3:2])([CH3:3])([CH3:4])[CH:5]1[O:6][CH:7]1[n:8]1[n:9][cH:10][n:11][cH:12]1.[CH3:22][OH:23].[Cl:13][c:14]1[cH:15][cH:16][c:17]([O-:20])[cH:18][cH:19]1.[Na+:21]>>[C:1]([CH3:2])([CH3:3])([CH3:4])[CH:5]([OH:6])[CH:7]([n:8]1[n:9][cH:10][n:11][cH:12]1)[O:20][c:17]1[cH:16][cH:15][c:14]([Cl:13])[cH:19][cH:18]1.